describe an organic reaction: reactants, conditions, products, and yield From a dataset of the Open Reaction Database (ORD), a public repository of structured organic reaction records. Reactants: COc1cc(-n2ccc(Cl)cc2=O)ccc1OCC(C)(C)O, ClCCl, OB(O)c1ccc(OC(F)(F)F)cc1, [K+], [K+], [K+], CN(C)C=O, O=P([O-])([O-])[O-]. Yields the product COc1cc(-n2ccc(-c3ccc(OC(F)(F)F)cc3)cc2=O)ccc1OCC(C)(C)O. As a reaction SMILES: [Cl:1][c:2]1[cH:3][c:4](=[O:22])[n:5](-[c:8]2[cH:9][c:10]([O:20][CH3:21])[c:11]([O:14][CH2:15][C:16]([CH3:17])([CH3:18])[OH:19])[cH:12][cH:13]2)[cH:6][cH:7]1.[Cl:50][CH2:51][Cl:52].[F:23][C:24]([O:25][c:26]1[cH:27][cH:28][c:29]([B:32]([OH:33])[OH:34])[cH:30][cH:31]1)([F:35])[F:36].[K+:42].[K+:43].[K+:44].[O:45]=[CH:46][N:47]([CH3:48])[CH3:49].[P:37]([O-:38])([O-:39])([O-:40])=[O:41]>>[c:2]1(-[c:29]2[cH:28][cH:27][c:26]([O:25][C:24]([F:23])([F:35])[F:36])[cH:31][cH:30]2)[cH:3][c:4](=[O:22])[n:5](-[c:8]2[cH:9][c:10]([O:20][CH3:21])[c:11]([O:14][CH2:15][C:16]([CH3:17])([CH3:18])[OH:19])[cH:12][cH:13]2)[cH:6][cH:7]1. Starting materials: O=C([O-])[O-], CCBr, CN(C)C=O, COc1cc(OC)nc(OC(Cc2c(Cl)cccc2Cl)C(=O)O)n1, [K+], [K+], O. Yields the product CCOC(=O)C(Cc1c(Cl)cccc1Cl)Oc1nc(OC)cc(OC)n1. Reaction SMILES: [C:33](=[O:34])([O-:35])[O-:36].[CH2:30]([CH3:31])[Br:32].[CH3:1][N:2]([CH3:3])[CH:4]=[O:5].[CH3:6][O:7][c:8]1[n:9][c:10]([O:16][CH:17]([C:18](=[O:19])[OH:20])[CH2:21][c:22]2[c:23]([Cl:29])[cH:24][cH:25][cH:26][c:27]2[Cl:28])[n:11][c:12]([O:14][CH3:15])[cH:13]1.[K+:37].[K+:38].[OH2:39]>>[CH3:6][O:7][c:8]1[n:9][c:10]([O:16][CH:17]([C:18](=[O:19])[O:20][CH2:30][CH3:31])[CH2:21][c:22]2[c:23]([Cl:29])[cH:24][cH:25][cH:26][c:27]2[Cl:28])[n:11][c:12]([O:14][CH3:15])[cH:13]1. Starting materials: CS(=O)[O-], CN(C)C=O, ClCc1cnc2ccccc2c1Cl, [Na+]. Product: CS(=O)(=O)Cc1cnc2ccccc2c1Cl. As a reaction SMILES: [CH3:14][S:15](=[O:16])[O-:17].[CH3:19][N:20]([CH3:21])[CH:22]=[O:23].[Cl:1][c:2]1[c:3]([CH2:12][Cl:13])[cH:4][n:5][c:6]2[cH:7][cH:8][cH:9][cH:10][c:11]12.[Na+:18]>>[Cl:1][c:2]1[c:3]([CH2:12][S:15]([CH3:14])(=[O:16])=[O:17])[cH:4][n:5][c:6]2[cH:7][cH:8][cH:9][cH:10][c:11]12. The reactants are N[C@H](C(=O)O)C ((S)-2-aminopropanoic acid), N(=O)[O-].[Na+] (NaNO2). Run in C(C)(=O)O (acetic acid). Conditions: time 4 hour. Yields the product C(C)(=O)O[C@@H](C(=O)O)C ((R)-2-acetoxypropanoic acid). Yield: 67.8%. As a reaction SMILES: N[C@@H:2]([CH3:6])[C:3]([OH:5])=[O:4].N([O-])=O.[Na+]>C(O)(=O)C>[C:3]([O:5][C@H:2]([CH3:6])[C:3]([OH:5])=[O:4])(=[O:4])[CH3:2] |f:1.2|. Procedure: To a solution of (S)-2-aminopropanoic acid (60 g, 0.67 mol) in acetic acid (400 ml) was added NaNO2 (93 g, 1.34 mol) several portions at 0° C. After addition, the mixture was stirred at room temperature for 4 hours. After removed the acetic acid, water added and then extracted with ether. The organic phase was collected, dried, concentrated to afford (R)-2-acetoxypropanoic acid (30 g, 35%). 1H NMR (400 MHz, CDCl3) δ ppm, 11.70 (s, 2H), 5.02-5.07 (q, 1H), 2.07 (s, 3H), 1.46-1.52 (d, 3H).